Dataset: the Open Reaction Database (ORD), a public repository of structured organic reaction records. Task: describe an organic reaction: reactants, conditions, products, and yield Starting materials: [H-].[Na+] (Sodium hydride), [H][H] (hydrogen), C(C)(=O)N1CCC(CC1)(O)C#C (1-Acetyl-4-ethynyl-4-hydroxypiperidine), FC1=C(CCl)C=CC=C1 (2-fluorobenzylchloride), [H-].[Na+] (sodium hydride). Solvent: O (water), CN(C)C=O (DMF), CN(C)C=O (DMF), CN(C)C=O (DMF). The product is C(C)(=O)N1CCC(CC1)(OCC1=C(C=CC=C1)F)C#C (1-Acetyl-4-ethynyl-4-(2-fluorophenylmethoxy)piperidine). Reaction SMILES: [H-].[Na+].[C:3]([N:6]1[CH2:11][CH2:10][C:9]([C:13]#[CH:14])([OH:12])[CH2:8][CH2:7]1)(=[O:5])[CH3:4].[H][H].[F:17][C:18]1[CH:25]=[CH:24][CH:23]=[CH:22][C:19]=1[CH2:20]Cl>CN(C=O)C.O>[C:3]([N:6]1[CH2:11][CH2:10][C:9]([C:13]#[CH:14])([O:12][CH2:20][C:19]2[CH:22]=[CH:23][CH:24]=[CH:25][C:18]=2[F:17])[CH2:8][CH2:7]1)(=[O:5])[CH3:4] |f:0.1|. Procedure: Sodium hydride (39.98 g as a 50% mineral oil suspension, 883 mmole) was suspended in dry DMF (500 ml). 1-Acetyl-4-ethynyl-4-hydroxypiperidine (126.5 g; 758 mmole), dissolved in 500 ml of DMF, was added dropwise to the sodium hydride suspension at such a rate as to maintain the solvent temperature below 30° C. After evolution of hydrogen had ceased, 2-fluorobenzylchloride (120.8 g; 99 ml; 833 mmole), dissolved in 200 ml of DMF, was added dropwise, maintaining the temperature below 25° C. After al... Reactants: CCc1nnc(CCNC(=O)OC(C)(C)C)o1, ClCCl, O=C(O)C(F)(F)F. Product: CCc1nnc(CCN)o1. Reaction SMILES: [CH2:1]([CH3:2])[c:3]1[n:4][n:5][c:6]([CH2:8][CH2:9][NH:10][C:11](=[O:12])[O:13][C:14]([CH3:15])([CH3:16])[CH3:17])[o:7]1.[Cl:25][CH2:26][Cl:27].[OH:18][C:19]([C:20]([F:21])([F:22])[F:23])=[O:24]>>[CH2:1]([CH3:2])[c:3]1[n:4][n:5][c:6]([CH2:8][CH2:9][NH2:10])[o:7]1.